Dataset: the Open Reaction Database (ORD), a public repository of structured organic reaction records. Task: describe an organic reaction: reactants, conditions, products, and yield The reactants are FC(C(=O)OCC)(CC1=NC=CC=C1)F (ethyl α,α-difluoro-2-pyridinepropanoate), NN.O (NH2NH2.H2O). Solvent: CCO (EtOH). Conditions: time 1 hour. Yields the product FC(C(=O)NN)(CC1=NC=CC=C1)F (α,α-difluoro-2-pyridinepropanoic acid, hydrazide). As a reaction SMILES: [F:1][C:2]([F:15])([CH2:8][C:9]1[CH:14]=[CH:13][CH:12]=[CH:11][N:10]=1)[C:3](OCC)=[O:4].[NH2:16][NH2:17].O>CCO>[F:1][C:2]([F:15])([CH2:8][C:9]1[CH:14]=[CH:13][CH:12]=[CH:11][N:10]=1)[C:3]([NH:16][NH2:17])=[O:4] |f:1.2|. Procedure: The product of Example 66 (0.18 g, 0.84 mmol) was dissolved in 5 mL of EtOH. To the solution was added NH2NH2.H2O (0.084 g, 1.7 mmol). The reaction was complete in 1 hour. The solvent was removed under vacuum. The structure was confirmed by 1H NMR.